From a dataset of the Open Reaction Database (ORD), a public repository of structured organic reaction records. describe an organic reaction: reactants, conditions, products, and yield Starting materials: FC1=CC=CC(=N1)C=1N(C=CN1)CC1=C(C(=NC=N1)C(C)=O)CCC (1-{6-[2-(6-fluoro-pyridin-2-yl)-imidazol-1-ylmethyl]-5-propyl-pyrimidin-4-yl}-ethanone), C(=O)O (formic acid), C(=O)N (formamide), C(=O)O (formic acid), [OH-].[Na+] (sodium hydroxide). Solvent: O (water). Yields the product FC1=CC=CC(=N1)C=1N(C=CN1)CC1=C(C(=NC=N1)C(C)NC=O)CCC (N-(1-{6-[2-(6-fluoro-pyridin-2-yl)-imidazol-1-ylmethyl]-5-propyl-pyrimidin-4-yl}-ethyl)-formamide). Reaction SMILES: [F:1][C:2]1[N:7]=[C:6]([C:8]2[N:9]([CH2:13][C:14]3[N:19]=[CH:18][N:17]=[C:16]([C:20](=O)[CH3:21])[C:15]=3[CH2:23][CH2:24][CH3:25])[CH:10]=[CH:11][N:12]=2)[CH:5]=[CH:4][CH:3]=1.C(O)=O.[CH:29]([NH2:31])=[O:30].[OH-].[Na+]>O>[F:1][C:2]1[N:7]=[C:6]([C:8]2[N:9]([CH2:13][C:14]3[N:19]=[CH:18][N:17]=[C:16]([CH:20]([NH:31][CH:29]=[O:30])[CH3:21])[C:15]=3[CH2:23][CH2:24][CH3:25])[CH:10]=[CH:11][N:12]=2)[CH:5]=[CH:4][CH:3]=1 |f:3.4|. Procedure details: 214 (0.1 g) and formic acid (0.1 mL) are added to 2 mL of formamide at 160–180° C. The mixture is heated at 160–180° C. for an additional 3 hours. During this period, additional formic acid (0.2 mL) is added. The mixture is cooled to room temperature and poured into water (10 mL). The solution is made alkaline to at least pH 11 with concentrated sodium hydroxide. The solution is extracted with ethyl acetate. The combined organic layers are dried over MgSO4, and the solvent is removed to give the...